This data is from the Open Reaction Database (ORD), a public repository of structured organic reaction records. The task is: describe an organic reaction: reactants, conditions, products, and yield Reactants: C(C1=CC=CC=C1)(=O)N1CC=2C=C3O[C@H](C(NC3=CC2CC1C(=O)O)=O)C1=CC=C(C=C1)OCC1=CC(=C(C=C1)Cl)Cl ((S)-6-Benzoyl-3-[4-(3,4-dichloro-benzyloxy)-phenyl]-2-oxo-2,3,5,6,7,8-hexahydro-1H-4-oxa-1,6-diaza-anthracene-7-carboxylic acid), Cl.Cl.COC([C@H](CC1=CC=C(C=C1)C1=CC=NC=C1)N)=O ((S)-2-amino-3-(4-pyridin-4-yl-phenyl)-propionic acid methyl ester bis hydrochloride). Product: COC([C@H](CC1=CC=C(C=C1)C1=CC=NC=C1)NC(=O)C1N(CC=2C=C3O[C@H](C(NC3=CC2C1)=O)C1=CC=C(C=C1)OCC1=CC(=C(C=C1)Cl)Cl)C(C1=CC=CC=C1)=O)=O ((S)-2-({(S)-6-Benzoyl-3-[4-(3,4-dichloro-benzyloxy)-phenyl]-2-oxo-2,3,5,6,7,8-hexahydro-1H-4-oxa-1,6-diaza-anthracene-7-carbonyl}-amino)-3-(4-pyridin-4-yl-phenyl)-propionic acid methyl ester). As a reaction SMILES: [C:1]([N:9]1[CH:22]([C:23](O)=[O:24])[CH2:21][C:20]2[CH:19]=[C:18]3[C:13]([O:14][C@@H:15]([C:27]4[CH:32]=[CH:31][C:30]([O:33][CH2:34][C:35]5[CH:40]=[CH:39][C:38]([Cl:41])=[C:37]([Cl:42])[CH:36]=5)=[CH:29][CH:28]=4)[C:16](=[O:26])[NH:17]3)=[CH:12][C:11]=2[CH2:10]1)(=[O:8])[C:2]1[CH:7]=[CH:6][CH:5]=[CH:4][CH:3]=1.Cl.Cl.[CH3:45][O:46][C:47](=[O:63])[C@@H:48]([NH2:62])[CH2:49][C:50]1[CH:55]=[CH:54][C:53]([C:56]2[CH:61]=[CH:60][N:59]=[CH:58][CH:57]=2)=[CH:52][CH:51]=1>>[CH3:45][O:46][C:47](=[O:63])[C@@H:48]([NH:62][C:23]([CH:22]1[CH2:21][C:20]2[CH:19]=[C:18]3[C:13]([O:14][C@@H:15]([C:27]4[CH:32]=[CH:31][C:30]([O:33][CH2:34][C:35]5[CH:40]=[CH:39][C:38]([Cl:41])=[C:37]([Cl:42])[CH:36]=5)=[CH:29][CH:28]=4)[C:16](=[O:26])[NH:17]3)=[CH:12][C:11]=2[CH2:10][N:9]1[C:1](=[O:8])[C:2]1[CH:3]=[CH:4][CH:5]=[CH:6][CH:7]=1)=[O:24])[CH2:49][C:50]1[CH:51]=[CH:52][C:53]([C:56]2[CH:57]=[CH:58][N:59]=[CH:60][CH:61]=2)=[CH:54][CH:55]=1 |f:1.2.3|. Reported procedure: (S)-2-({(S)-6-Benzoyl-3-[4-(3,4-dichloro-benzyloxy)-phenyl]-2-oxo-2,3,5,6,7,8-hexahydro-1H-4-oxa-1,6-diaza-anthracene-7-carbonyl}-amino)-3-(4-pyridin-4-yl-phenyl)-propionic acid methyl ester (61 mg, LC/MS: m/z 842) was prepared from Intermediate D (100 mg) and (S)-2-amino-3-(4-pyridin-4-yl-phenyl)-propionic acid methyl ester bis hydrochloride according to general procedure A. The yield is 84.7%. Procedure details: To a mixed solution of methylamine hydrochloride (120 mg), triethylamine (0.24 mL) and N,N-dimethylformamide (20 mL) were added [2-(7-methyl-5-{[6-(methylsulfonyl)pyridin-3-yl]oxy}-1H-indol-2-yl)-4,5-dihydro-1,3-thiazol-5-yl]acetic acid (500 mg), 1-hydroxybenzotriazole (230 mg), and 1-ethyl-3-(3-dimethylaminopropyl)carbodiimide hydrochloride (330 mg) under ice-cooling, and the mixture was stirred from under ice-cooling to room temperature for 2 days. Water was added to the reaction solution, and... Reactants: Cl.CN (methylamine hydrochloride), CC=1C=C(C=C2C=C(NC12)C=1SC(CN1)CC(=O)O)OC=1C=NC(=CC1)S(=O)(=O)C ([2-(7-methyl-5-{[6-(methylsulfonyl)pyridin-3-yl]oxy}-1H-indol-2-yl)-4,5-dihydro-1,3-thiazol-5-yl]acetic acid), ON1N=NC2=C1C=CC=C2 (1-hydroxybenzotriazole), Cl.C(C)N=C=NCCCN(C)C (1-ethyl-3-(3-dimethylaminopropyl)carbodiimide hydrochloride). The solvent is CN(C=O)C (N,N-dimethylformamide), C(C)N(CC)CC (triethylamine), O (Water). RXN SMILES: Cl.CN.[CH3:4][C:5]1[CH:6]=[C:7]([O:23][C:24]2[CH:25]=[N:26][C:27]([S:30]([CH3:33])(=[O:32])=[O:31])=[CH:28][CH:29]=2)[CH:8]=[C:9]2[C:13]=1[NH:12][C:11]([C:14]1[S:15][CH:16]([CH2:19][C:20]([OH:22])=O)[CH2:17][N:18]=1)=[CH:10]2.O[N:35]1[C:39]2C=CC=CC=2N=N1.Cl.C(N=C=NCCCN(C)C)C>O.CN(C)C=O.C(N(CC)CC)C>[CH3:4][C:5]1[CH:6]=[C:7]([O:23][C:24]2[CH:25]=[N:26][C:27]([S:30]([CH3:33])(=[O:31])=[O:32])=[CH:28][CH:29]=2)[CH:8]=[C:9]2[C:13]=1[NH:12][C:11]([C:14]1[S:15][CH:16]([CH2:19][C:20]([NH:35][CH3:39])=[O:22])[CH2:17][N:18]=1)=[CH:10]2 |f:0.1,4.5|. The product is CC=1C=C(C=C2C=C(NC12)C=1SC(CN1)CC(=O)NC)OC=1C=NC(=CC1)S(=O)(=O)C (2-[2-(7-Methyl-5-{[6-(methylsulfonyl)pyridin-3-yl]oxy}-1H-indol-2-yl)-4,5-dihydro-1,3-thiazol-5-yl]-N-methylacetamide). Reaction SMILES: [CH:1]1[C:10]2[C:5](=[CH:6][CH:7]=[CH:8][CH:9]=2)[CH:4]=[CH:3][C:2]=1[CH2:11][CH2:12]O.C1(P(C2C=CC=CC=2)C2C=CC=CC=2)C=CC=CC=1.[Br:33]N1C(=O)CCC1=O.CCCCCC>C1C=CC=CC=1>[Br:33][CH2:12][CH2:11][C:2]1[CH:3]=[CH:4][C:5]2[C:10](=[CH:9][CH:8]=[CH:7][CH:6]=2)[CH:1]=1. Conditions: time 8 hour. Solvent: C1=CC=CC=C1 (benzene). Yields the product BrCCC1=CC2=CC=CC=C2C=C1 (2-(2-bromoethyl)naphthalene). Reactants: CCCCCC (hexane), C1=C(C=CC2=CC=CC=C12)CCO (2-(2-naphthyl)ethanol), C1(=CC=CC=C1)P(C1=CC=CC=C1)C1=CC=CC=C1 (triphenylphosphine), BrN1C(CCC1=O)=O (N-bromosuccinimide). Procedure: To a solution of 25 g (145 mmole) of 2-(2-naphthyl)ethanol and 67.9 g (259 mmole) of triphenylphosphine in 200 ml of benzene was added in portions 46.1 g (259 mmole) of N-bromosuccinimide. A temperature of 45°-50° was maintained by cooling the reaction mixture as needed in an ice bath. After the mixture was poured into 750 ml of hexane and filtered, the filtrate was diluted with an additional 400 ml of hexane and allowed to stand overnight. The solution was concentrated to dryness and the result... The reactants are N1C=C(C2=CC=CC=C12)SCC(=O)OC (Methyl 2-((1H-indol-3-yl)thio)acetate). Run in O1CCCC1 (tetrahydrofuran), [Li+].[OH-] (LiOH), ClCCl (dichloromethane). Reaction conditions: time 30 minute. Product: N1C=C(C2=CC=CC=C12)SCC(=O)O (2-((1H-indol-3-yl)thio)acetic acid). The yield is 38.0%. As a reaction SMILES: [NH:1]1[C:9]2[C:4](=[CH:5][CH:6]=[CH:7][CH:8]=2)[C:3]([S:10][CH2:11][C:12]([O:14]C)=[O:13])=[CH:2]1>O1CCCC1.[Li+].[OH-].ClCCl>[NH:1]1[C:9]2[C:4](=[CH:5][CH:6]=[CH:7][CH:8]=2)[C:3]([S:10][CH2:11][C:12]([OH:14])=[O:13])=[CH:2]1 |f:2.3|. Reported procedure: Methyl 2-((1H-indol-3-yl)thio)acetate from Step A was dissolved in a mixture of tetrahydrofuran (20 mL) and 2.0 M aqueous LiOH (15 mL), then stirred vigorously at ambient temperature for 30 min. Tetrahydrofuran was removed in vacuo, the aqueous layer neutralized with 1.2 N HCl and extracted with CH2Cl2. The organic layer was dried over magnesium sulfate and the solvent was removed in vacuo to produce an oily residue. Upon diluting the residue in dichloromethane a solid formed which was filtered ... Starting materials: CI (MeI), C(=O)([O-])[O-].[Cs+].[Cs+] (Cs2CO3), SiO2, COC=1C=C2C=C(N=C(C2=CC1OC)C)O (6,7-dimethoxy-1-methylisoquinolin-3-ol), COC=1C=C2C=C(N=C(C2=CC1OC)C)O (6,7-Dimethoxy-1-methylisoquinolin-3-ol), BrBr (bromine), solid. Solvent: C(C)(=O)O (acetic acid), CC(=O)C (acetone). Conditions: time 2 hour. The product is BrC1=C(N=C(C2=CC(=C(C=C12)OC)OC)C)OC (4-Bromo-3,6,7-trimethoxy-1-methylisoquinoline). Isolated yield 23.0%. As a reaction SMILES: [CH3:1][O:2][C:3]1[CH:4]=[C:5]2[C:10](=[CH:11][C:12]=1[O:13][CH3:14])[C:9]([CH3:15])=[N:8][C:7](O)=[CH:6]2.[Br:17]Br.[C:19]([O-:22])([O-])=O.[Cs+].[Cs+].CI>C(O)(=O)C.CC(C)=O>[Br:17][C:6]1[C:5]2[C:10](=[CH:11][C:12]([O:13][CH3:14])=[C:3]([O:2][CH3:1])[CH:4]=2)[C:9]([CH3:15])=[N:8][C:7]=1[O:22][CH3:19] |f:2.3.4|. Reported procedure: To a solution of 6,7-dimethoxy-1-methylisoquinolin-3-ol CCH 18060 (603 mg, 2.75 mmol) in acetic acid (27 mL) in a 100 mL round-bottomed flask equipped with a magnetic stirrer was added dropwise bromine (0.15 mL, 2.92 mmol) and the mixture was stirred for 2 h at RT. The solid was then filtered and washed with acetic acid (20 mL), EtOAc (30 mL), Et2O (4×7 mL), CH2Cl2 (55 mL), saturated NaHCO3 (15 mL) and finally with H2O (10 mL). After drying under vacuum, a yellow solid was obtained (718 mg). Thi... Conditions: temperature 0 celsius. The product is C(C1=CC=CC=C1)N1C(N2[C@@H](SC[C@H]2[C@@H]1C#CCCCC)C1=CC=CC=C1)=O (6-benzyl-7-(1-hexynyl)-3-phenyl-(3S, 7S, 7aR)-perhydroimidazo[1,5-c][1.3]thiazol-5-one), ( 7g ). Run in ClCCl (dichloromethane), CCOCC (ether). Reaction SMILES: [CH2:1]([N:8]1[CH:15](O)[C@H:14]2[N:10]([C@H:11]([C:17]3[CH:22]=[CH:21][CH:20]=[CH:19][CH:18]=3)[S:12][CH2:13]2)[C:9]1=[O:23])[C:2]1[CH:7]=[CH:6][CH:5]=[CH:4][CH:3]=1.B(F)(F)F.CCO[CH2:31][CH3:32]>ClCCl.CCOCC>[CH2:1]([N:8]1[C@@H:15]([C:1]#[C:2][CH2:3][CH2:4][CH2:31][CH3:32])[C@H:14]2[N:10]([C@H:11]([C:17]3[CH:22]=[CH:21][CH:20]=[CH:19][CH:18]=3)[S:12][CH2:13]2)[C:9]1=[O:23])[C:2]1[CH:7]=[CH:6][CH:5]=[CH:4][CH:3]=1 |f:1.2|. The yield is 98.0%. The reactants are C(C1=CC=CC=C1)N1C(N2[C@@H](SC[C@H]2C1O)C1=CC=CC=C1)=O (6-benzyl-7-hydroxy-3-phenyl-(3S, 7aR)-perhydroimidazo[1,5-C][1,3]thiazol-5-one), ( 6 ), 1-(tri n-butyltin)hexyne, B(F)(F)F.CCOCC (BF3.Et2O). Procedure: To a solution of compound 6-benzyl-7-hydroxy-3-phenyl-(3S, 7aR)-perhydroimidazo[1,5-C][1,3]thiazol-5-one of formula (6) (0.326 parts, 1 mmol) in dichloromethane (10 parts) was added 1-(tri n-butyltin)hexyne(0.742 parts, 2 mmol). Then the solution was cooled to 0° C., and Lewis acid for example BF3.Et2O (0.142 parts, 1 mmol) was added drop wise. The reaction mixture was stirred at 0° C. for 10 mints, and the reaction mixture was quenched with saturated ammonium chloride (10 parts). Then the organ... The reactants are ClCC1=CC2=CC=CC=C2C=C1 (β-chloromethylnaphthalene), N1=C(C=CC=C1)N1CCNCC1 (2-pyridylpiperazine), C([O-])([O-])=O.[Na+].[Na+] (sodium carbonate). The solvent is CN(C=O)C (dimethylformamide). Product: C1=C(C=CC2=CC=CC=C12)CN1CCN(CC1)C1=NC=CC=C1 (1-(β-napthylmethyl)-4-(2-pyridyl)piperazine). RXN SMILES: Cl[CH2:2][C:3]1[CH:12]=[CH:11][C:10]2[C:5](=[CH:6][CH:7]=[CH:8][CH:9]=2)[CH:4]=1.[N:13]1[CH:18]=[CH:17][CH:16]=[CH:15][C:14]=1[N:19]1[CH2:24][CH2:23][NH:22][CH2:21][CH2:20]1.C(=O)([O-])[O-].[Na+].[Na+]>CN(C)C=O>[CH:4]1[C:5]2[C:10](=[CH:9][CH:8]=[CH:7][CH:6]=2)[CH:11]=[CH:12][C:3]=1[CH2:2][N:22]1[CH2:23][CH2:24][N:19]([C:14]2[CH:15]=[CH:16][CH:17]=[CH:18][N:13]=2)[CH2:20][CH2:21]1 |f:2.3.4|. Procedure details: A mixture containing 7.0 g. of β-chloromethylnaphthalene, 6.56 g. of 2-pyridylpiperazine and 4.4 g. of sodium carbonate in 40 ml. of dimethylformamide is stirred on a steambath for 90 minutes. The reaction mixture is filtered and the filtrate stirred with ice water. The precipitate was filtered and recrystallized from isobutyl alcohol to yield 1-(β-napthylmethyl)-4-(2-pyridyl)piperazine having a melting point of 124°-126° C.